This data is from the Open Reaction Database (ORD), a public repository of structured organic reaction records. The task is: describe an organic reaction: reactants, conditions, products, and yield The reactants are COc1ccc(P2(=S)SP(=S)(c3ccc(OC)cc3)S2)cc1, CC(=O)NCC1CN(c2ccc(C3CCS(=O)(=O)N(C)C3)c(F)c2)C(=O)O1, C1COCCO1. Yields the product CC(=S)NCC1CN(c2ccc(C3CCS(=O)(=O)N(C)C3)c(F)c2)C(=O)O1. Reaction SMILES: [CH3:28][O:29][c:30]1[cH:31][cH:32][c:33]([P:34]2(=[S:37])[S:35][P:36]([c:38]3[cH:39][cH:40][c:41]([O:42][CH3:43])[cH:44][cH:45]3)(=[S:46])[S:47]2)[cH:48][cH:49]1.[F:1][c:2]1[cH:3][c:4]([N:17]2[C:18](=[O:27])[O:19][CH:20]([CH2:22][NH:23][C:24]([CH3:25])=[O:26])[CH2:21]2)[cH:5][cH:6][c:7]1[CH:8]1[CH2:9][N:10]([CH3:16])[S:11](=[O:14])(=[O:15])[CH2:12][CH2:13]1.[O:50]1[CH2:51][CH2:52][O:53][CH2:54][CH2:55]1>>[F:1][c:2]1[cH:3][c:4]([N:17]2[C:18](=[O:27])[O:19][CH:20]([CH2:22][NH:23][C:24]([CH3:25])=[S:37])[CH2:21]2)[cH:5][cH:6][c:7]1[CH:8]1[CH2:9][N:10]([CH3:16])[S:11](=[O:14])(=[O:15])[CH2:12][CH2:13]1. Starting materials: C1[C@@H]2[C@H]1[C@@H](CC1=CC[C@H]3[C@@H]4CC[C@@H]([C@@]4(C)CC[C@@H]3[C@@]21C)O)O (1β,2β-methylene-5-androstene-3β,17β-diol), CC(=O)C.OS(=O)(=O)O.O=[Cr](=O)=O (Jones reagent). Solvent: CC(=O)C (acetone). Product: C1[C@@H]2[C@H]1C(C=C1CC[C@H]3[C@@H]4CCC([C@@]4(C)CC[C@@H]3[C@@]21C)=O)=O (1β,2β-methylene-4-androstene-3,17-dione). As a reaction SMILES: [CH2:1]1[C@@H:3]2[C@H:4]([OH:22])[CH2:5][C:6]3[C@:19]([CH3:20])([C@H:2]12)[C@@H:18]1[C@H:9]([C@H:10]2[C@@:14]([CH2:16][CH2:17]1)([CH3:15])[C@@H:13]([OH:21])[CH2:12][CH2:11]2)[CH2:8][CH:7]=3.CC(C)=O.OS(O)(=O)=O.O=[Cr](=O)=O>CC(C)=O>[CH2:1]1[C@@H:3]2[C:4](=[O:22])[CH:5]=[C:6]3[C@:19]([CH3:20])([C@H:2]12)[C@@H:18]1[C@H:9]([C@H:10]2[C@@:14]([CH2:16][CH2:17]1)([CH3:15])[C:13](=[O:21])[CH2:12][CH2:11]2)[CH2:8][CH2:7]3 |f:1.2.3|. Procedure details: The 1β,2β-methylene-5-androstene-3β,17β-diol is dissolved in acetone and Jones reagent added until a persistent yellow-orange color appears. After stirring at room temperature for ten minutes the mixture is poured onto ice-water and the precipitate is collected by filtration. The precipitate is dissolved in a solution of sodium methoxide in methanol and stirred for a period of 30 minutes at room temperature. The methanol is removed and the residue triturated with water. The solid which results i... Reactants: NC1=NS(C2=C1C(=CC=C2)OC)(=O)=O (3-amino-4-methoxy-1,2-benzoisothiazole-1,1-dioxide), [OH-].[Na+] (sodium hydroxide). Solvent: O (water). The product is COC1=CC=CC2=C1C(NS2(=O)=O)=O (4-methoxy-1,2-benzoisothiazol-3(2H)-one-1,1-dioxide). Isolated yield 79.7%. As a reaction SMILES: N[C:2]1[C:6]2[C:7]([O:11][CH3:12])=[CH:8][CH:9]=[CH:10][C:5]=2[S:4](=[O:14])(=[O:13])[N:3]=1.[OH-:15].[Na+]>O>[CH3:12][O:11][C:7]1[C:6]2[C:2](=[O:15])[NH:3][S:4](=[O:14])(=[O:13])[C:5]=2[CH:10]=[CH:9][CH:8]=1 |f:1.2|. Reported procedure: 2.5 gm (11.8 mmols) of 3-amino-4-methoxy-1,2-benzoisothiazole-1,1-dioxide were refluxed for 3 hours in a solution of 0.47 gm (11.8 mmols) of sodium hydroxide in 300 ml of water. The reaction mixture was filtered while still hot and acidified with hydrochloric acid. The resulting precipitate was filtered off, dried and recrystallized from benzene/ethyl acetate. 2.0 gm (9.4 mmols) of 4-methoxy-1,2-benzoisothiazol-3(2H)-one-1,1-dioxide (m.p.: 224° C.) were obtained, which were dissolved in 500 ml o... Starting materials: C(\C=C\C(=O)O)(=O)O.C1(=CC=CC=C1)C1OC2=C3C(NC1)=C1CCCCC1=NC3=CC=C2 (1,3,9,10,11,12-Hexahydro-3-phenyl-2H-quino-[4,3,2-ef][1,4]benzoxazepine fumarate), CI (methyl iodide), ice water, CC(C)([O-])C.[K+] (potassium tert-butoxide), [Cl-].[NH4+] (ammonium chloride). Run in O1CCCC1 (tetrahydrofuran). Reaction conditions: time 1 hour. Yields the product CN1C(C(OC2=C3C1=C1CCCCC1=NC3=CC=C2)C2=CC=CC=C2)=O (1,3,9,10,11,12-hexahydro-1-methyl-3-phenyl-2H-quino[4,3,2-ef][1,4]benzoxazepin-2-one). The yield is 100.8%. Reaction SMILES: [C:1](O)(=O)/[CH:2]=[CH:3]/[C:4]([OH:6])=O.C1(C2[CH2:21][NH:20][C:19]3=[C:22]4[C:27](=[N:28][C:29]5=[CH:30][CH:31]=[CH:32][C:17](=[C:18]35)[O:16]2)[CH2:26][CH2:25][CH2:24][CH2:23]4)C=CC=CC=1.C[C:34]([CH3:37])([O-])[CH3:35].[K+].[CH3:39]I.[Cl-].[NH4+]>O1CCCC1>[CH3:21][N:20]1[C:19]2=[C:22]3[C:27](=[N:28][C:29]4=[CH:30][CH:31]=[CH:32][C:17](=[C:18]24)[O:16][CH:3]([C:2]2[CH:1]=[CH:37][CH:34]=[CH:35][CH:39]=2)[C:4]1=[O:6])[CH2:26][CH2:25][CH2:24][CH2:23]3 |f:0.1,2.3,5.6|. Reported procedure: 1,3,9,10,11,12-Hexahydro-3-phenyl-2H-quino-[4,3,2-ef][1,4]benzoxazepine fumarate (4.20 g) was suspended in dry tetrahydrofuran (75 ml), chilled with ice/water, and potassium tert-butoxide (1.50 g) was added. The mixture was stirred for 1 hr, methyl iodide (1.90 g) was added, and the mixture was stirred overnight. The reaction mixture was poured into ammonium chloride solution, and the organic layer was separated. The aqueous phase was extracted with ethyl acetate. The combined organic phase was ... Reactants: C([O-])([O-])=O.[Na+].[Na+] (Sodium carbonate), [OH-].[Na+] (sodium hydroxide), ClC1=C(C(=CC(=C1)C(F)(F)F)Cl)NN=C(C#N)CC#N (2-(2,6-dichloro-4-trifluoromethylphenylhydrazono)succinonitrile), C([O-])(O)=O.[Na+] (sodium bicarbonate), saturated aqueous solution. Reagents/catalysts: CCCCCCCC[N+](C)(CCCCCCCC)CCCCCCCC.[Cl-] (Aliquat 336). Solvent: ClCCl (dichloromethane). Reaction conditions: time 2 hour. The product is NC1=CC(=NN1C1=C(C=C(C=C1Cl)C(F)(F)F)Cl)C#N (5-amino-3-cyano-1-(2,6-dichloro-4-trifluoromethylphenyl)pyrazole). Reaction SMILES: [Cl:1][C:2]1[CH:7]=[C:6]([C:8]([F:11])([F:10])[F:9])[CH:5]=[C:4]([Cl:12])[C:3]=1[NH:13][N:14]=[C:15]([CH2:18][C:19]#[N:20])[C:16]#[N:17].C(=O)(O)[O-].[Na+].C(=O)([O-])[O-].[Na+].[Na+].[OH-].[Na+]>CCCCCCCC[N+](CCCCCCCC)(CCCCCCCC)C.[Cl-].ClCCl>[NH2:20][C:19]1[N:13]([C:3]2[C:2]([Cl:1])=[CH:7][C:6]([C:8]([F:10])([F:11])[F:9])=[CH:5][C:4]=2[Cl:12])[N:14]=[C:15]([C:16]#[N:17])[CH:18]=1 |f:1.2,3.4.5,6.7,8.9|. Procedure details: A solution of 2-(2,6-dichloro-4-trifluoromethylphenylhydrazono)succinonitrile (1.0 g) and sodium bicarbonate (40 ml of a saturated aqueous solution) and dichloromethane (915 ml) was stirred at 20° C. for 3 hours at pH 9. Sodium carbonate solution was then added until the pH was 11 and the stirring continued overnight. A small amount of sodium hydroxide solution was added to give a pH of 12, followed three hours later by a small quantity of Aliquat 336 (trademark, tricaprylylmethylammonium chlori... The reactants are CC1(CC(NC1)=O)C (4,4-dimethylpyrrolidin-2-one), C([O-])([O-])=O.[Cs+].[Cs+] (cesium carbonate), BrC1=NC=C(C=N1)C#C[Si](C)(C)C (2-bromo-5-trimethylsilanylethynyl-pyrimidine). The reagents and catalysts are C=1C=CC(=CC1)/C=C/C(=O)/C=C/C2=CC=CC=C2.C=1C=CC(=CC1)/C=C/C(=O)/C=C/C2=CC=CC=C2.C=1C=CC(=CC1)/C=C/C(=O)/C=C/C2=CC=CC=C2.[Pd].[Pd] (Pd2(dba)3), CC1(C2=C(C(=CC=C2)P(C3=CC=CC=C3)C4=CC=CC=C4)OC5=C(C=CC=C51)P(C6=CC=CC=C6)C7=CC=CC=C7)C (xantphos). Solvent: C1(=CC=CC=C1)C (toluene). Reaction conditions: temperature 90 celsius, time 2 hour. Product: CC1(CC(N(C1)C1=NC=C(C=N1)C#C[Si](C)(C)C)=O)C (4,4-dimethyl-1-(5-trimethylsilanylethynyl-pyrimidin-2-yl)-pyrrolidin-2-one). Isolated yield 73.1%. Reaction SMILES: Br[C:2]1[N:7]=[CH:6][C:5]([C:8]#[C:9][Si:10]([CH3:13])([CH3:12])[CH3:11])=[CH:4][N:3]=1.[CH3:14][C:15]1([CH3:21])[CH2:19][NH:18][C:17](=[O:20])[CH2:16]1.C(=O)([O-])[O-].[Cs+].[Cs+]>C1(C)C=CC=CC=1.C1C=CC(/C=C/C(/C=C/C2C=CC=CC=2)=O)=CC=1.C1C=CC(/C=C/C(/C=C/C2C=CC=CC=2)=O)=CC=1.C1C=CC(/C=C/C(/C=C/C2C=CC=CC=2)=O)=CC=1.[Pd].[Pd].CC1(C)C2C(=C(P(C3C=CC=CC=3)C3C=CC=CC=3)C=CC=2)OC2C(P(C3C=CC=CC=3)C3C=CC=CC=3)=CC=CC1=2>[CH3:14][C:15]1([CH3:21])[CH2:19][N:18]([C:2]2[N:7]=[CH:6][C:5]([C:8]#[C:9][Si:10]([CH3:13])([CH3:12])[CH3:11])=[CH:4][N:3]=2)[C:17](=[O:20])[CH2:16]1 |f:2.3.4,6.7.8.9.10|. Reported procedure: (200 mg, 0.78 mmol) 2-Bromo-5-trimethylsilanylethynyl-pyrimidine (Example 120, step 1) was dissolved in toluene (7 ml) and 4,4-dimethylpyrrolidin-2-one (89 mg, 0.78 mmol, 1.0 equiv.), cesium carbonate (410 mg, 1.25 mmol, 1.6 equiv.), xantphos (CAS 161265-03-8) (18 mg, 0.03 mmol, 0.04 equiv.) and Pd2(dba)3 (14 mg, 0.01 mmol, 0.02 equiv.) were added under nitrogen. The mixture was stirred for 2 hours at 90° C. The crude product was purified by flash chromatography by directly loading the toluene m... The reactants are CC1=C(C(=O)O)C(c2cccc([N+](=O)[O-])c2)C(C(=O)OC(C)C)=C(C)N1, Cc1ccccc1, C(=NC1CCCCC1)=NC1CCCCC1, OCC=Cc1ccc(Cc2ncc[nH]2)cc1. Yields the product CC1=C(C(=O)OCC=Cc2ccc(Cc3ncc[nH]3)cc2)C(c2cccc([N+](=O)[O-])c2)C(C(=O)OC(C)C)=C(C)N1. As a reaction SMILES: [CH3:1][C:2]1=[C:7]([C:8](=[O:9])[OH:10])[CH:6]([c:11]2[cH:12][c:13]([N+:17](=[O:18])[O-:19])[cH:14][cH:15][cH:16]2)[C:5]([C:20](=[O:21])[O:22][CH:23]([CH3:24])[CH3:25])=[C:4]([CH3:26])[NH:3]1.[CH3:58][c:59]1[cH:60][cH:61][cH:62][cH:63][cH:64]1.[CH:43]1([N:44]=[C:45]=[N:46][CH:47]2[CH2:48][CH2:49][CH2:50][CH2:51][CH2:52]2)[CH2:53][CH2:54][CH2:55][CH2:56][CH2:57]1.[nH:27]1[c:28]([CH2:32][c:33]2[cH:34][cH:35][c:36]([CH:39]=[CH:40][CH2:41][OH:42])[cH:37][cH:38]2)[n:29][cH:30][cH:31]1>>[CH3:1][C:2]1=[C:7]([C:8](=[O:9])[O:10][CH2:41][CH:40]=[CH:39][c:36]2[cH:35][cH:34][c:33]([CH2:32][c:28]3[n:27][cH:31][cH:30][nH:29]3)[cH:38][cH:37]2)[CH:6]([c:11]2[cH:12][c:13]([N+:17](=[O:18])[O-:19])[cH:14][cH:15][cH:16]2)[C:5]([C:20](=[O:21])[O:22][CH:23]([CH3:24])[CH3:25])=[C:4]([CH3:26])[NH:3]1. The reactants are CC(C)(C)OC(=O)N1CCC(CCOc2cccc(NC(=O)Nc3csc(C4CC4)n3)n2)CC1, ClCCl, O=C(O)C(F)(F)F. Yields the product O=C(Nc1cccc(OCCC2CCNCC2)n1)Nc1csc(C2CC2)n1. As a reaction SMILES: [CH:1]1([c:4]2[s:5][cH:6][c:7]([NH:9][C:10]([NH:11][c:12]3[cH:13][cH:14][cH:15][c:16]([O:18][CH2:19][CH2:20][CH:21]4[CH2:22][CH2:23][N:24]([C:27]([O:28][C:29]([CH3:30])([CH3:31])[CH3:32])=[O:33])[CH2:25][CH2:26]4)[n:17]3)=[O:34])[n:8]2)[CH2:2][CH2:3]1.[Cl:42][CH2:43][Cl:44].[F:35][C:36]([F:37])([F:38])[C:39]([OH:40])=[O:41]>>[CH:1]1([c:4]2[s:5][cH:6][c:7]([NH:9][C:10]([NH:11][c:12]3[cH:13][cH:14][cH:15][c:16]([O:18][CH2:19][CH2:20][CH:21]4[CH2:22][CH2:23][NH:24][CH2:25][CH2:26]4)[n:17]3)=[O:34])[n:8]2)[CH2:2][CH2:3]1. Starting materials: COC(C[C@@H]1CC[C@H](CC1)C1=CC=C(C=C1)NC(CCNC(=O)C=1N=C(OC1C(F)(F)F)C1=C(C=CC=C1Cl)Cl)=O)=O (Trans-{4-[4-(3-{[2-(2,6-dichlorophenyl)-5-trifluoromethyloxazole-4-carbonyl]amino}propionylamino)phenyl]cyclohexyl}acetate methyl ester), [OH-].[Na+] (NaOH). Solvent: C1CCOC1.O (THF water). Conditions: time 24 hour. Yields the product [Na+].ClC1=C(C(=CC=C1)Cl)C=1OC(=C(N1)C(=O)NCCC(=O)NC1=CC=C(C=C1)[C@@H]1CC[C@H](CC1)CC(=O)[O-])C(F)(F)F (trans-{4-[4-(3-{[2-(2,6-dichlorophenyl)-5-trifluoromethyloxazole-4-carbonyl]amino}propionylamino)phenyl]cyclohexyl}acetate sodium salt). Isolated yield 98.9%. As a reaction SMILES: C[O:2][C:3](=[O:42])[CH2:4][C@H:5]1[CH2:10][CH2:9][C@H:8]([C:11]2[CH:16]=[CH:15][C:14]([NH:17][C:18](=[O:41])[CH2:19][CH2:20][NH:21][C:22]([C:24]3[N:25]=[C:26]([C:33]4[C:38]([Cl:39])=[CH:37][CH:36]=[CH:35][C:34]=4[Cl:40])[O:27][C:28]=3[C:29]([F:32])([F:31])[F:30])=[O:23])=[CH:13][CH:12]=2)[CH2:7][CH2:6]1.[OH-].[Na+:44]>C1COCC1.O>[Na+:44].[Cl:39][C:38]1[CH:37]=[CH:36][CH:35]=[C:34]([Cl:40])[C:33]=1[C:26]1[O:27][C:28]([C:29]([F:32])([F:30])[F:31])=[C:24]([C:22]([NH:21][CH2:20][CH2:19][C:18]([NH:17][C:14]2[CH:15]=[CH:16][C:11]([C@H:8]3[CH2:7][CH2:6][C@H:5]([CH2:4][C:3]([O-:42])=[O:2])[CH2:10][CH2:9]3)=[CH:12][CH:13]=2)=[O:41])=[O:23])[N:25]=1 |f:1.2,3.4,5.6|. Reported procedure: Trans-{4-[4-(3-{[2-(2,6-dichlorophenyl)-5-trifluoromethyloxazole-4-carbonyl]amino}propionylamino)phenyl]cyclohexyl}acetate methyl ester (150 mg, 0.239 mmol) was put into THF/water (20 mL, 3:1) solvent, then NaOH (14.37 mg, 1.437 mmol) was added thereto and stirred at room temperature for 24 hours. After THF was removed, a desired sodium salt solid was washed with water to obtain a final compound (150 mg, 98%). As a reaction SMILES: [C:1]([N:5]1[C:9]([C:10]2[CH:15]=[CH:14][C:13]([CH3:16])=[CH:12][CH:11]=2)=[CH:8][C:7]([CH2:17][CH2:18][CH:19]=O)=[N:6]1)([CH3:4])([CH3:3])[CH3:2].[CH3:21][C:22]1[CH:27]=[C:26]([CH3:28])[CH:25]=[CH:24][C:23]=1[N:29]1[CH2:34][CH2:33][NH:32][CH2:31][CH2:30]1.CCN(C(C)C)C(C)C.[BH-](OC(C)=O)(OC(C)=O)OC(C)=O.[Na+]>>[C:1]([N:5]1[C:9]([C:10]2[CH:15]=[CH:14][C:13]([CH3:16])=[CH:12][CH:11]=2)=[CH:8][C:7]([CH2:17][CH2:18][CH2:19][N:32]2[CH2:33][CH2:34][N:29]([C:23]3[CH:24]=[CH:25][C:26]([CH3:28])=[CH:27][C:22]=3[CH3:21])[CH2:30][CH2:31]2)=[N:6]1)([CH3:4])([CH3:3])[CH3:2] |f:3.4|. The product is C(C)(C)(C)N1N=C(C=C1C1=CC=C(C=C1)C)CCCN1CCN(CC1)C1=C(C=C(C=C1)C)C (1-(3-(1-tert-butyl-5-p-tolyl-1H-pyrazol-3-yl)propyl)-4-(2,4-dimethylphenyl)piperazine). Procedure details: 88 mg (82%) of target compound was obtained by using a method same as in Example 1 by using 3-(1-tert-butyl-5-p-tolyl-1H-pyrazol-3-yl)propanal (60 mg, 0.222 mmol), 1-(2,4-dimethylphenyl)piperazine (42 mg, 0.222 mmol), DIPEA (0.06 mL, 0.333 mmol) and NaBH(OAc)3 (141 mg, 0.666 mmol). Starting materials: C(C)(C)(C)N1N=C(C=C1C1=CC=C(C=C1)C)CCC=O (3-(1-tert-butyl-5-p-tolyl-1H-pyrazol-3-yl)propanal), [BH-](OC(=O)C)(OC(=O)C)OC(=O)C.[Na+] (NaBH(OAc)3), CC1=C(C=CC(=C1)C)N1CCNCC1 (1-(2,4-dimethylphenyl)piperazine), CCN(C(C)C)C(C)C (DIPEA).